From a dataset of the Open Reaction Database (ORD), a public repository of structured organic reaction records. describe an organic reaction: reactants, conditions, products, and yield The reactants are NC=1C=C2C(=NC=NC2=CC1)NC1=CC(=C(C=C1)F)Cl (6-amino-4-(3-chloro-4-fluoroanilino)quinazoline), O1N=CC=C1C(=O)Cl (5-isoxazolecarbonyl chloride). Yields the product Cl.ClC=1C=C(NC2=NC=NC3=CC=C(C=C23)NC(=O)C2=CC=NO2)C=CC1F (4-(3-chloro-4-fluoroanilino)-6-(isoxazole-5-carboxamido)quinazoline hydrochloride salt). The yield is 87.0%. RXN SMILES: [NH2:1][C:2]1[CH:3]=[C:4]2[C:9](=[CH:10][CH:11]=1)[N:8]=[CH:7][N:6]=[C:5]2[NH:12][C:13]1[CH:18]=[CH:17][C:16]([F:19])=[C:15]([Cl:20])[CH:14]=1.[O:21]1[C:25]([C:26](Cl)=[O:27])=[CH:24][CH:23]=[N:22]1>>[ClH:20].[Cl:20][C:15]1[CH:14]=[C:13]([CH:18]=[CH:17][C:16]=1[F:19])[NH:12][C:5]1[C:4]2[C:9](=[CH:10][CH:11]=[C:2]([NH:1][C:26]([C:25]3[O:21][N:22]=[CH:23][CH:24]=3)=[O:27])[CH:3]=2)[N:8]=[CH:7][N:6]=1 |f:2.3|. Reported procedure: Using an analogous procedure to that described in Example 18, 6-amino-4-(3-chloro-4-fluoroanilino)quinazoline was reacted with 5-isoxazolecarbonyl chloride to give 4-(3-chloro-4-fluoroanilino)-6-(isoxazole-5-carboxamido)quinazoline hydrochloride salt in 87% yield, m.p.>250° C.; Starting materials: C(C)(C)(C)OC(=O)N[C@@H](CC1=CN(C2=CC=CC=C12)CC)C(=O)OC (Methyl N-tert-Butoxycarbonyl-1-Ethyl-L-Tryptophanate), Cl.O1CCOCC1 (hydrogen chloride dioxane). Run in C(Cl)Cl (methylene chloride). Run at time 17 hour. Yields the product Cl.C(C)N1C=C(C[C@H](N)C(=O)OC)C2=CC=CC=C12 (Methyl 1-Ethyl-L-Tryptophanate Hydrochloride). Isolated yield 74.0%. As a reaction SMILES: C(OC([NH:8][C@H:9]([C:22]([O:24][CH3:25])=[O:23])[CH2:10][C:11]1[C:19]2[C:14](=[CH:15][CH:16]=[CH:17][CH:18]=2)[N:13]([CH2:20][CH3:21])[CH:12]=1)=O)(C)(C)C.[ClH:26].O1CCOCC1>C(Cl)Cl>[ClH:26].[CH2:20]([N:13]1[C:14]2[C:19](=[CH:18][CH:17]=[CH:16][CH:15]=2)[C:11]([CH2:10][C@@H:9]([C:22]([O:24][CH3:25])=[O:23])[NH2:8])=[CH:12]1)[CH3:21] |f:1.2,4.5|. Procedure: To methylene chloride (175 mL) solution of the compound obtained in Example 140 (4.8 g) was added dropwise 4 mol/L of hydrogen chloride-dioxane solution (17.5 mL) at room temperature, and the mixture was allowed to stir for 17 hours. The crystals precipitated were filtered, and washed with diethyl ether, to give the captioned compound (2.9 g, 74%). Starting materials: C(C1=CC=CC=C1)N1C(C(CC2=CC(=NC=C12)C1=CC=CC=C1)NC(OCC1=CC=CC=C1)=O)=O (Benzyl 1-benzyl-2-oxo-6-phenyl-1,2,3,4-tetrahydro-1,7-naphthyridin-3-ylcarbamate). The reagents and catalysts are [Pd] (palladium). Run in C1CCOC1 (THF), CO (MeOH). Yields the product NC1C(N(C2=CN=C(C=C2C1)C1=CC=CC=C1)CC1=CC=CC=C1)=O (3-Amino-1-benzyl-6-phenyl-3,4-dihydro-1,7-naphthyridin-2(1H)-one). Isolated yield 67.3%. Reaction SMILES: [CH2:1]([N:8]1[C:17]2[C:12](=[CH:13][C:14]([C:18]3[CH:23]=[CH:22][CH:21]=[CH:20][CH:19]=3)=[N:15][CH:16]=2)[CH2:11][CH:10]([NH:24]C(=O)OCC2C=CC=CC=2)[C:9]1=[O:35])[C:2]1[CH:7]=[CH:6][CH:5]=[CH:4][CH:3]=1>C1COCC1.CO.[Pd]>[NH2:24][CH:10]1[CH2:11][C:12]2[C:17](=[CH:16][N:15]=[C:14]([C:18]3[CH:23]=[CH:22][CH:21]=[CH:20][CH:19]=3)[CH:13]=2)[N:8]([CH2:1][C:2]2[CH:3]=[CH:4][CH:5]=[CH:6][CH:7]=2)[C:9]1=[O:35]. Procedure: To a solution of 3G (300 mg, 0.65 mmol) in THF (80 mL) and MeOH (80 niL) at RT was added palladium 5% wt. on activated carbon (150 mg). The reaction mixture was stirred under a hydrogen balloon for lh. The reaction was filtered and the filtrate concentrated to give the title compound as a foam (144 mg, 91%). LC/MS (method A): retention time=2.37 min, (M+H)+=330. Reactants: C(N)(=O)C(=C(NCCSCC1=C(N=CN1)C)SC)C#N (1-Carbamoyl-1-cyano-2-methylthio-2-{2-[(4-methyl-1H-imidazol-5-yl)methylthio]ethylamino}ethylene), C(C#C)N (propargylamine). Solvent: C(C)#N (acetonitrile). Yields the product C(N)(=O)C(=C(NCCSCC1=C(N=CN1)C)NCC#C)C#N (1-Carbamoyl-1-cyano-2-(2-propynylamino)-2-{2-[(4-methyl-1H-imidazol-5-yl)methylthio]ethylamino}ethylene). As a reaction SMILES: [C:1]([C:4]([C:19]#[N:20])=[C:5](SC)[NH:6][CH2:7][CH2:8][S:9][CH2:10][C:11]1[NH:15][CH:14]=[N:13][C:12]=1[CH3:16])(=[O:3])[NH2:2].[CH2:21]([NH2:24])[C:22]#[CH:23]>C(#N)C>[C:1]([C:4]([C:19]#[N:20])=[C:5]([NH:24][CH2:21][C:22]#[CH:23])[NH:6][CH2:7][CH2:8][S:9][CH2:10][C:11]1[NH:15][CH:14]=[N:13][C:12]=1[CH3:16])(=[O:3])[NH2:2]. Procedure: A mixture of the product of Step A (4.0 g, 12.8 mmole) and propargylamine (8.0 ml) in acetonitrile (40 ml) was stirred at reflux temperature under a positive pressure of nitrogen for 16 hours. The reaction mixture was cooled and evaporated to dryness under reduced pressure, and the residue was placed on silica gel and chromatographed by gradient elution using methylene chloride-methanol. Recrystallization from acetonitrile gave the title compound; mp 88°-94° (partial melt at 66°-69°). Reagents/catalysts: O=C([O-])[O-].[Cs+].[Cs+] (cesium carbonate), [I-].[K+] (potassium iodide). Conditions: temperature 70 celsius, time 16 hour. The solvent is CN(C)C=O (DMF), CN(C)C=O (dmf), CN(C)C=O (DMF). The reactants are CC(Cl)c1cccnc1, O=C(O)c1ccc(OC(F)F)cn1. Product: CC(OC(=O)c1ccc(OC(F)F)cn1)c1cccnc1. Reaction SMILES: [Br:1][CH2:2][CH2:3][CH2:4][CH2:5][CH2:6][O:7][C:8]1[CH:13]=[CH:12][CH:11]=[CH:10][C:9]=1[OH:14].Br[CH2:16][C:17]([O:19][CH3:20])=[O:18].C(=O)([O-])[O-].[K+].[K+]>C(#N)C>[CH3:20][O:19][C:17](=[O:18])[CH2:16][O:14][C:9]1[CH:10]=[CH:11][CH:12]=[CH:13][C:8]=1[O:7][CH2:6][CH2:5][CH2:4][CH2:3][CH2:2][Br:1] |f:2.3.4|. Procedure details: A mixture of 2.6 g (10 mmol) of 2-[(5-bromopentyl)oxy]phenol, 1.8 g (12 mmol) of methyl bromoacetate, 4.4 g (32 mmol) of anhydrous granular potassium carbonate, and 60 mL of dry acetonitrile was stirred and refluxed for 20 hr. The mixture was cooled and filtered with suction. The solids were washed with ether and the filtrate and washes were combined and concentrated in vacuo. The oily residue was purified by flash chromatography on silica gel, eluting with 3:1 hexane-ether. There was obtained 2... Isolated yield 66.4%. Product: COC(COC1=C(C=CC=C1)OCCCCCBr)=O ([2-[(5-bromopentyl)oxy]phenoxy]acetic acid methyl ester). Starting materials: BrCCCCCOC1=C(C=CC=C1)O (2-[(5-bromopentyl)oxy]phenol), BrCC(=O)OC (methyl bromoacetate), C([O-])([O-])=O.[K+].[K+] (potassium carbonate). Run in C(C)#N (acetonitrile). Reactants: C(#N)C1=C(C=C(C=C1)Br)F (4-cyano-3-fluoro-bromobenzene), [OH-].[Na+] (NaOH), N1C(C2(C3=CC=CC=C13)CCCC(C2)B(O)O)=O ((spiro[cyclohexane-1,3′-[3H]indol]-2′(1′H)-one-5-yl) boronic acid), C(C)(=O)[O-].[Na+] (sodium acetate). Reagents/catalysts: C=1C=CC(=CC1)[P](C=2C=CC=CC2)(C=3C=CC=CC3)[Pd]([P](C=4C=CC=CC4)(C=5C=CC=CC5)C=6C=CC=CC6)([P](C=7C=CC=CC7)(C=8C=CC=CC8)C=9C=CC=CC9)[P](C=1C=CC=CC1)(C=1C=CC=CC1)C=1C=CC=CC1 (tetrakis(triphenylphosphine)palladium(0)). Run in COCCOC (ethylene glycol dimethyl ether), O (water). Product: C(#N)C1=C(C=C(C=C1)C=1C=C2C3(C(NC2=CC1)=O)CCCCC3)F (5′-(4-Cyano-3-fluorophenyl)-spiro[cyclohexane-1,3′-[3H]indol]-2′(1′H)-one). The yield is 37.0%. As a reaction SMILES: [C:1]([C:3]1[CH:8]=[CH:7][C:6](Br)=[CH:5][C:4]=1[F:10])#[N:2].[NH:11]1[C:19]2[C:14](=[CH:15][CH:16]=[CH:17][CH:18]=2)[C:13]2([CH2:24][CH:23](B(O)O)[CH2:22][CH2:21][CH2:20]2)[C:12]1=[O:28].C([O-])(=O)C.[Na+].[OH-].[Na+]>COCCOC.O.C1C=CC([P]([Pd]([P](C2C=CC=CC=2)(C2C=CC=CC=2)C2C=CC=CC=2)([P](C2C=CC=CC=2)(C2C=CC=CC=2)C2C=CC=CC=2)[P](C2C=CC=CC=2)(C2C=CC=CC=2)C2C=CC=CC=2)(C2C=CC=CC=2)C2C=CC=CC=2)=CC=1>[C:1]([C:3]1[CH:8]=[CH:7][C:6]([C:16]2[CH:15]=[C:14]3[C:19](=[CH:18][CH:17]=2)[NH:11][C:12](=[O:28])[C:13]23[CH2:24][CH2:23][CH2:22][CH2:21][CH2:20]2)=[CH:5][C:4]=1[F:10])#[N:2] |f:2.3,4.5,^1:46,48,67,86|. Reported procedure: A solution of 4-cyano-3-fluoro-bromobenzene (0.76 g, 3.8 mmol), and tetrakis(triphenylphosphine)palladium(0) (0.3 g) in ethylene glycol dimethyl ether (15 cm3) was stirred under N2 for 20 minutes. To this mixture was then added (spiro[cyclohexane-1,3′-[3H]indol]-2′(1′H)-one-5-yl) boronic acid (1.4 g, 5.7 mmol) and sodium acetate (1.2 g, 11.4 mmol) in water (5 cm3). The solution was brought to reflux for 18 hours and then cooled to room temperature, poured into 2N NaOH and extracted with EtOAc (×... Starting materials: resultant solution, ClC1=CC(=C(CN2N=CC3=CC(=CC=C23)\C=C/2\C(N(C(S2)=O)O)=O)C=C1)C(F)(F)F ((5Z)-5-({1-[4-chloro-2-(trifluoromethyl)benzyl]-1H-indazol-5-yl}methylidene)-3-hydroxy-1,3-thiazolidine-2,4-dione), OCCN1CCCC1 (1-(2-hydroxyethyl)pyrrolidine), C1(=CC=CC=C1)P(C1=CC=CC=C1)C1=CC=CC=C1 (triphenylphosphine), CC(C)OC(=O)/N=N/C(=O)OC(C)C (DIAD). Solvent: C1CCOC1 (THF). The product is ClC1=CC(=C(CN2N=CC3=CC(=CC=C23)\C=C/2\C(N(C(S2)=O)OCCN2CCCC2)=O)C=C1)C(F)(F)F ((5Z)-5-({1-[4-chloro-2-(trifluoromethyl)benzyl]-1H-indazol-5-yl}methylidene)-3-(2-pyrrolidin-1-ylethoxy)-1,3-thiazolidine-2,4-dione). As a reaction SMILES: [Cl:1][C:2]1[CH:26]=[CH:25][C:5]([CH2:6][N:7]2[C:15]3[C:10](=[CH:11][C:12](/[CH:16]=[C:17]4/[C:18](=[O:24])[N:19]([OH:23])[C:20](=[O:22])[S:21]/4)=[CH:13][CH:14]=3)[CH:9]=[N:8]2)=[C:4]([C:27]([F:30])([F:29])[F:28])[CH:3]=1.O[CH2:32][CH2:33][N:34]1[CH2:38][CH2:37][CH2:36][CH2:35]1.C1(P(C2C=CC=CC=2)C2C=CC=CC=2)C=CC=CC=1.CC(OC(/N=N/C(OC(C)C)=O)=O)C>C1COCC1>[Cl:1][C:2]1[CH:26]=[CH:25][C:5]([CH2:6][N:7]2[C:15]3[C:10](=[CH:11][C:12](/[CH:16]=[C:17]4/[C:18](=[O:24])[N:19]([O:23][CH2:32][CH2:33][N:34]5[CH2:38][CH2:37][CH2:36][CH2:35]5)[C:20](=[O:22])[S:21]/4)=[CH:13][CH:14]=3)[CH:9]=[N:8]2)=[C:4]([C:27]([F:28])([F:30])[F:29])[CH:3]=1. Procedure details: To a solution of (5Z)-5-({1-[4-chloro-2-(trifluoromethyl)benzyl]-1H-indazol-5-yl}methylidene)-3-hydroxy-1,3-thiazolidine-2,4-dione (Example 288; 0.044 mmol), 1-(2-hydroxyethyl)pyrrolidine (1.5 equiv.) and triphenylphosphine (1.5 equiv.) in THF (5 mL) was added DIAD (1.5 equiv.) and the resultant solution was stirred overnight at rt. The mixture was then concentrated in vacuo, and the residue was purified by reverse phase HPLC (MeCN/water/formic acid) to provide (5Z)-5-({1-[4-chloro-2-(trifluorom... Starting materials: Cl (HCl), CC(C)(OC(=O)N[C@@H](CC(=O)OCC)C1=CC=CC=C1)C (Ethyl β(S)-[[(1,1-dimethylethoxy)carbonyl]amino]benzenepropanoate). Run in CCOC(=O)C (EtOAc). Conditions: time 30 minute. The product is Cl.N[C@@H](CC(=O)OCC)C1=CC=CC=C1 (Ethyl β(S)-aminobenzenepropanoate Hydrochloride). Yield: 98.0%. Reaction SMILES: [ClH:1].CC(C)(OC([NH:8][C@H:9]([C:16]1[CH:21]=[CH:20][CH:19]=[CH:18][CH:17]=1)[CH2:10][C:11]([O:13][CH2:14][CH3:15])=[O:12])=O)C>CCOC(C)=O>[ClH:1].[NH2:8][C@H:9]([C:16]1[CH:21]=[CH:20][CH:19]=[CH:18][CH:17]=1)[CH2:10][C:11]([O:13][CH2:14][CH3:15])=[O:12] |f:3.4|. Procedure details: Dry HCl gas was bubbled through a solution of the product of example 12 (3.0 g, 10.2 mmol) in EtOAc (50 mL) at ambient temperature for 15 minutes. After stirring for an additional 30 minutes, the solvent was removed under reduced pressure affording 2.30 g (98%) of product as a yellow oil. 1H-NMR (300 MHz, d6 -DMSO) δ1.03 (t, J=7 Hz, 3H), 3.02 (dd, J=10 Hz, J=15 Hz, 1H), 3.25 (dd, J=6 Hz, J=15 Hz, 1H), 3.96 (m, 2H), 4.55 (m, 1H), 7.3-7.6 (m, 5H), 8.93 (s, 3H). Reaction SMILES: [Ag-:1]=O.[C:3]([OH:14])(=[O:13])[CH2:4][CH2:5][CH2:6][CH2:7][CH2:8][C:9]([CH3:12])([CH3:11])[CH3:10].OO.[Ag]>C(O)C>[C:3]([O-:14])(=[O:13])[CH2:4][CH2:5][CH2:6][CH2:7][CH2:8][C:9]([CH3:10])([CH3:11])[CH3:12].[Ag+:1] |f:5.6|. Product: C(CCCCCC(C)(C)C)(=O)[O-].[Ag+] (Silver neodecanoate), solution. Procedure details: Silver neodecanoate was prepared according to the procedure as disclosed in Armstrong, U.S. Pat. No. 4,555,501 herein incorporated by reference, from silver (I) oxide and neodecanoic acid. A slurry of 5 ml neodecanoic acid and 5 ml absolute ethanol was heated to 80° C. in an oil bath. Approximately 1.7 grams Ag2O was added slowly and the resulting solution was heated for approximately 5 minutes. One drop of 30 percent by weight H2O2 was added to the resulting solution to oxidize any prereduced s... The solvent is C(C)O (ethanol), C(C)O (ethanol). Starting materials: Ag2O, C(CCCCCC(C)(C)C)(=O)O (neodecanoic acid), OO (H2O2), [Ag] (silver), [Ag-]=O (silver (I) oxide), C(CCCCCC(C)(C)C)(=O)O (neodecanoic acid), OO (H2O2).